From a dataset of the Open Reaction Database (ORD), a public repository of structured organic reaction records. describe an organic reaction: reactants, conditions, products, and yield The reactants are C(CCCCCC)SC1=NN2C(=NC=C(C2=O)OC)S1 (2-heptylthio-6-methoxy-5H-1,3,4-thiadiazolo[3,2-a]pyrimidin-5-one), OOS(=O)[O-].[K+] (OXONE), O (water). Solvent: CO (methanol), CO (methanol). Run at temperature 65 celsius, time 1 hour. Product: C(CCCCCC)S(=O)(=O)C1=NN2C(=NC=C(C2=O)OC)S1 (2-heptanesulfonyl-6-methoxy-5H-1,3,4-thiadiazolo[3,2-a]pyrimidin-5-one). Yield: 51.0%. As a reaction SMILES: [CH2:1]([S:8][C:9]1[S:20][C:12]2=[N:13][CH:14]=[C:15]([O:18][CH3:19])[C:16](=[O:17])[N:11]2[N:10]=1)[CH2:2][CH2:3][CH2:4][CH2:5][CH2:6][CH3:7].[OH:21]OS([O-])=O.[K+].[OH2:27]>CO>[CH2:1]([S:8]([C:9]1[S:20][C:12]2=[N:13][CH:14]=[C:15]([O:18][CH3:19])[C:16](=[O:17])[N:11]2[N:10]=1)(=[O:21])=[O:27])[CH2:2][CH2:3][CH2:4][CH2:5][CH2:6][CH3:7] |f:1.2|. Procedure: In 55 ml of methanol, 3.3 g of 2-heptylthio-6-methoxy-5H-1,3,4-thiadiazolo[3,2-a]pyrimidin-5-one was dissolved. A dispersion of 19.4 g of OXONE® suspended in 0 ml of water was added to the methanol solution, and the resulting mixture was warmed to 65° C. and stirred for 1 hour. The residue obtained by the same procedure as in Preparation Example 7 was recrystallized from ethanol and thus 2.7 g of 2-heptanesulfonyl-6-methoxy-5H-1,3,4-thiadiazolo[3,2-a]pyrimidin-5-one was obtained. m.p. 106°~109° ... Starting materials: O=C1CCC(=O)N1Br, O=C(OOC(=O)c1ccccc1)c1ccccc1, ClC(Cl)(Cl)Cl, CCOC(=O)c1sc(N(C(=O)OC(C)(C)C)c2ccccc2)nc1C. Product: CCOC(=O)c1sc(N(C(=O)OC(C)(C)C)c2ccccc2)nc1CBr. As a reaction SMILES: [Br:26][N:27]1[C:28](=[O:29])[CH2:30][CH2:31][C:32]1=[O:33].[C:34]([O:35][O:36][C:37](=[O:38])[c:39]1[cH:40][cH:41][cH:42][cH:43][cH:44]1)(=[O:45])[c:46]1[cH:47][cH:48][cH:49][cH:50][cH:51]1.[C:52]([Cl:53])([Cl:54])([Cl:55])[Cl:56].[CH2:1]([CH3:2])[O:3][C:4](=[O:5])[c:6]1[c:7]([CH3:25])[n:8][c:9]([N:11]([c:12]2[cH:13][cH:14][cH:15][cH:16][cH:17]2)[C:18](=[O:19])[O:20][C:21]([CH3:22])([CH3:23])[CH3:24])[s:10]1>>[CH2:1]([CH3:2])[O:3][C:4](=[O:5])[c:6]1[c:7]([CH2:25][Br:26])[n:8][c:9]([N:11]([c:12]2[cH:13][cH:14][cH:15][cH:16][cH:17]2)[C:18](=[O:19])[O:20][C:21]([CH3:22])([CH3:23])[CH3:24])[s:10]1. Reactants: C(CN(CC(=O)O)CC(=O)O)N(CCN(CC(=O)O)CC(=O)O)CC(=O)O (diethylenetriamine pentaacetic acid), C1(CCCCC1)N=C=NC1CCCCC1 (dicyclohexyl carbodiimide). Solvent: CS(=O)C (dimethyl sulfoxide). Reaction conditions: time 24 hour. The product is C1(CCCCC1)NC(=O)NC1CCCCC1 (dicyclohexyl urea). Reaction SMILES: C(N(CC(O)=O)CCN(CC(O)=O)CC(O)=O)CN(CC(O)=O)CC(O)=[O:6].[CH:28]1([N:34]=[C:35]=[N:36][CH:37]2[CH2:42][CH2:41][CH2:40][CH2:39][CH2:38]2)[CH2:33][CH2:32][CH2:31][CH2:30][CH2:29]1>CS(C)=O>[CH:37]1([NH:36][C:35]([NH:34][CH:28]2[CH2:29][CH2:30][CH2:31][CH2:32][CH2:33]2)=[O:6])[CH2:42][CH2:41][CH2:40][CH2:39][CH2:38]1. Reported procedure: To a suspension of 1.0 g (2.5 mmol) diethylenetriamine pentaacetic acid in 50 ml dimethyl sulfoxide (DMSO) was added 1.28 g (6.25 mmol) dicyclohexyl carbodiimide (DCC) and this was stirred for 24 hr at room temperature. During this time the granular solid of DTPA was consumed and the white fluffy solid of dicyclohexyl urea formed. The reaction mixture was filtered and washed with DMSO. The filtrate was split into two equal volumes. The first fraction was concentrated to a thick oil under reduced... Starting materials: [H-].[Al+3].[Li+].[H-].[H-].[H-] (lithium aluminum hydride), C(C)OC(=O)C=1C(=NC(=NC1)NC1=CC=CC=C1)NCC (4-ethylamino-2-phenylamino-pyrimidine-5-carboxylic acid ethyl ester), [H-].[Al+3].[Li+].[H-].[H-].[H-] (lithium aluminum hydride). The solvent is O1CCCC1 (tetrahydrofuran), O1CCCC1 (tetrahydrofuran). Run at time 25 minute. Yields the product C(C)NC1=NC(=NC=C1CO)NC1=CC=CC=C1 ((4-ethylamino-2-phenylamino-pyrimidin-5-yl)methanol). The yield is 38.8%. As a reaction SMILES: C([O:3][C:4]([C:6]1[C:7]([NH:19][CH2:20][CH3:21])=[N:8][C:9]([NH:12][C:13]2[CH:18]=[CH:17][CH:16]=[CH:15][CH:14]=2)=[N:10][CH:11]=1)=O)C.[H-].[Al+3].[Li+].[H-].[H-].[H-]>O1CCCC1>[CH2:20]([NH:19][C:7]1[C:6]([CH2:4][OH:3])=[CH:11][N:10]=[C:9]([NH:12][C:13]2[CH:18]=[CH:17][CH:16]=[CH:15][CH:14]=2)[N:8]=1)[CH3:21] |f:1.2.3.4.5.6|. Procedure details: A solution of 4-ethylamino-2-phenylamino-pyrimidine-5-carboxylic acid ethyl ester (109 mg, 0.38 mmol) in 6 mL of tetrahydrofuran was added dropwise to a room temperature suspension of lithium aluminum hydride (35 mg, 0.92 mmol) in 5 mL of tetrahydrofuran. After 25 minutes, an additional 30 mg of lithium aluminum hydride was added, and stirring was continued for 30 minutes. The reaction was carefully quenched with 120 μL of water, 200 μL of 15% NaOH, and 300 μL of water. After stirring for 1 hour... Reactants: COc1ccc(CSC2CCN(S(=O)(=O)c3ccc4ccccc4c3)CC2COCc2ccccc2)cc1, CC[SiH](CC)CC, O=C(O)C(F)(F)F. Yields the product O=S(=O)(c1ccc2ccccc2c1)N1CCC(S)C(COCc2ccccc2)C1. Reaction SMILES: [CH2:1]([c:2]1[cH:3][cH:4][cH:5][cH:6][cH:7]1)[O:8][CH2:9][CH:10]1[CH2:11][N:12]([S:26](=[O:27])(=[O:28])[c:29]2[cH:30][c:31]3[cH:32][cH:33][cH:34][cH:35][c:36]3[cH:37][cH:38]2)[CH2:13][CH2:14][CH:15]1[S:16][CH2:17][c:18]1[cH:19][cH:20][c:21]([O:22][CH3:23])[cH:24][cH:25]1.[CH2:39]([SiH:40]([CH2:41][CH3:42])[CH2:43][CH3:44])[CH3:45].[F:46][C:47]([F:48])([F:49])[C:50]([OH:51])=[O:52]>>[CH2:1]([c:2]1[cH:3][cH:4][cH:5][cH:6][cH:7]1)[O:8][CH2:9][CH:10]1[CH2:11][N:12]([S:26](=[O:27])(=[O:28])[c:29]2[cH:30][c:31]3[cH:32][cH:33][cH:34][cH:35][c:36]3[cH:37][cH:38]2)[CH2:13][CH2:14][CH:15]1[SH:16]. The reactants are CN, CO, O=[N+]([O-])c1ccc(F)cc1N1CCCCC1. Yields the product CNc1ccc([N+](=O)[O-])c(N2CCCCC2)c1. As a reaction SMILES: [CH3:17][NH2:18].[CH3:19][OH:20].[F:1][c:2]1[cH:3][cH:4][c:5]([N+:14](=[O:15])[O-:16])[c:6]([N:8]2[CH2:9][CH2:10][CH2:11][CH2:12][CH2:13]2)[cH:7]1>>[c:2]1([NH:18][CH3:17])[cH:3][cH:4][c:5]([N+:14](=[O:15])[O-:16])[c:6]([N:8]2[CH2:9][CH2:10][CH2:11][CH2:12][CH2:13]2)[cH:7]1. Reactants: N([C@@H](CC(C)C)C(=O)N[C@@H](CC1=CC=CC=C1)C(=O)N)C(=O)OC(C)(C)C (Boc-Leu-Phe-NH2), Cl (hydrogen chloride). The solvent is C(C)(=O)OCC (ethyl acetate). Product: N[C@@H](CC(C)C)C(=O)N[C@@H](CC1=CC=CC=C1)C(=O)N (H-Leu-Phe-NH2). The yield is 74.0%. As a reaction SMILES: [NH:1](C(OC(C)(C)C)=O)[C@H:2]([C:7]([NH:9][C@H:10]([C:18]([NH2:20])=[O:19])[CH2:11][C:12]1[CH:17]=[CH:16][CH:15]=[CH:14][CH:13]=1)=[O:8])[CH2:3][CH:4]([CH3:6])[CH3:5].Cl>C(OCC)(=O)C>[NH2:1][C@H:2]([C:7]([NH:9][C@H:10]([C:18]([NH2:20])=[O:19])[CH2:11][C:12]1[CH:17]=[CH:16][CH:15]=[CH:14][CH:13]=1)=[O:8])[CH2:3][CH:4]([CH3:5])[CH3:6]. Procedure: De-(1,1-dimethylethoxy)carbonylation of Boc-Leu-Phe-NH2 (24.0 g.) was carried out using hydrogen chloride in ethyl acetate (4.4N, 200 ml.) for 2 hr. at room temperature. Upon attempted extraction with ethyl acetate the product unexpectedly entered the saturated aqueous sodium bicarbonate wash solution, which was subjected in its entirety to reverse phase HPLC on octadecylsilated silica gel. The column was washed with water. The product was eluted with methanol and crystallized from ethanol-ether...